Dataset: the Open Reaction Database (ORD), a public repository of structured organic reaction records. Task: describe an organic reaction: reactants, conditions, products, and yield Reactants: CCO, Cl, Nn1ccnc1, CC(C)(C)c1cc(C=O)cc(C(C)(C)C)c1O. The product is CC(C)(C)c1cc(C=Nn2ccnc2)cc(C(C)(C)C)c1O. As a reaction SMILES: [CH3:25][CH2:26][OH:27].[ClH:1].[NH2:2][n:3]1[cH:4][n:5][cH:6][cH:7]1.[OH:8][c:9]1[c:10]([C:21]([CH3:22])([CH3:23])[CH3:24])[cH:11][c:12]([CH:13]=[O:14])[cH:15][c:16]1[C:17]([CH3:18])([CH3:19])[CH3:20]>>[N:2]([n:3]1[cH:4][n:5][cH:6][cH:7]1)=[CH:13][c:12]1[cH:11][c:10]([C:21]([CH3:22])([CH3:23])[CH3:24])[c:9]([OH:8])[c:16]([C:17]([CH3:18])([CH3:19])[CH3:20])[cH:15]1. Reactants: ClC(Cl)(Cl)Cl, Cc1ccc(C(O)(C(F)(F)F)C(F)(F)F)cc1, CC(C)(C#N)N=NC(C)(C)C#N, O=C1CCC(=O)N1Br. Yields the product OC(c1ccc(CBr)cc1)(C(F)(F)F)C(F)(F)F. Reaction SMILES: [Cl:38][C:39]([Cl:40])([Cl:41])[Cl:42].[F:1][C:2]([C:3]([C:4]([F:5])([F:6])[F:7])([OH:8])[c:9]1[cH:10][cH:11][c:12]([CH3:15])[cH:13][cH:14]1)([F:16])[F:17].[N:26]#[C:27][C:28]([N:29]=[N:30][C:31]([C:32]#[N:33])([CH3:34])[CH3:35])([CH3:36])[CH3:37].[O:18]=[C:19]1[N:20]([Br:25])[C:21](=[O:22])[CH2:23][CH2:24]1>>[F:1][C:2]([C:3]([C:4]([F:5])([F:6])[F:7])([OH:8])[c:9]1[cH:10][cH:11][c:12]([CH2:15][Br:25])[cH:13][cH:14]1)([F:16])[F:17]. Starting materials: C(C#C)(=O)OC(C)C (isopropyl propiolate), [Na+].[I-] (NaI). The yield is 84.1%. Reaction conditions: temperature 115 celsius, time 1.5 hour. Procedure: To a mixture of isopropyl propiolate (350 g, 3.1 moles) in AcOH (1300 mL) was added NaI (930 g, 6.2 moles) at 25° C. The reaction mixture was heated to 115° C. and stirred for 1.5 hrs. The reaction mixture was cooled to 25 to 30° C. and quenched with water followed by extraction with MTBE. The organic layer was washed with saturated bicarbonate, bisulfate and brine solution. The organic layer was dried over sodium sulfate and concentrated under vacuum to give the product (Z)-isopropyl 3-iodoacry... Product: I\C=C/C(=O)OC(C)C ((Z)-isopropyl 3-iodoacrylate). RXN SMILES: [C:1]([O:5][CH:6]([CH3:8])[CH3:7])(=[O:4])[C:2]#[CH:3].[Na+].[I-:10]>CC(O)=O>[I:10]/[CH:3]=[CH:2]\[C:1]([O:5][CH:6]([CH3:8])[CH3:7])=[O:4] |f:1.2|. Solvent: CC(=O)O (AcOH). Starting materials: COCCC1C(CCC1)=O (2-(2-methoxyethyl)cyclopentan-1-one), C(C)(=O)OC(C)=O (acetic anhydride). Product: C(C)(=O)OC1=C(CCC1)CCOC (1-acetoxy-2-(2-methoxyethyl)cyclopent-1-ene). As a reaction SMILES: [CH3:1][O:2][CH2:3][CH2:4][CH:5]1[CH2:9][CH2:8][CH2:7][C:6]1=[O:10].[C:11](OC(=O)C)(=[O:13])[CH3:12]>>[C:11]([O:10][C:6]1[CH2:7][CH2:8][CH2:9][C:5]=1[CH2:4][CH2:3][O:2][CH3:1])(=[O:13])[CH3:12]. Reported procedure: The subject compound is prepared from 2-(2-methoxyethyl)cyclopentan-1-one (Example 895) and acetic anhydride by the procedure of Example 10. The product is an oil, b.p. 60° C (0.2 mm.) Reactants: O1[C@@H](COCC2=CC=CC=C2)C1 ((2R)-benzyl 2-epoxypropyl ether), O1[C@@H](COCC2=CC=CC=C2)C1 ((2R)-benzyl 2-epoxypropyl ether), N (ammonia). Solvent: CCO (EtOH), CO (MeOH), [OH-].[NH4+] (ammonium hydroxide). Conditions: time 23 hour. The product is NC[C@H](COCC1=CC=CC=C1)O ((R)-1-amino-3-(benzyloxy)propan-2-ol), 23. Reaction SMILES: [O:1]1[CH2:12][C@@H:2]1[CH2:3][O:4][CH2:5][C:6]1[CH:11]=[CH:10][CH:9]=[CH:8][CH:7]=1.[NH3:13]>CCO.CO.[OH-].[NH4+]>[NH2:13][CH2:12][C@@H:2]([OH:1])[CH2:3][O:4][CH2:5][C:6]1[CH:11]=[CH:10][CH:9]=[CH:8][CH:7]=1 |f:4.5|. Procedure details: A solution of (2R)-benzyl 2-epoxypropyl ether, 6 (21.0 g, 0.128 mol) in EtOH (100 mL) was added slowly to a solution of 7.0 M ammonia in MeOH (100 mL) and 28% aq. ammonium hydroxide (210 mL) at rt. The reaction vessel was tightly capped and stirred at rt for 23 h. The completed reaction was concentrated in vacuo, and the crude product was azeotroped to dry twice with toluene (100 mL) to provide (R)-1-amino-3-(benzyloxy)propan-2-ol, 23 (23 g) as waxy solid containing approximately 15% of dimer. T... RXN SMILES: [I:1][C:2]1[CH:7]=[CH:6][C:5]([N:8]=[C:9]2[S:13][CH2:12][C:11]3([CH2:17][CH2:16][CH2:15][CH2:14]3)[NH:10]2)=[C:4]([CH2:18][CH2:19][CH3:20])[CH:3]=1.[CH:21]1(Br)[CH2:25][CH2:24][CH2:23][CH2:22]1>>[I:1][C:2]1[CH:7]=[CH:6][C:5]([N:8]=[C:9]2[S:13][CH2:12][C:11]3([CH2:17][CH2:16][CH2:15][CH2:14]3)[N:10]2[CH:21]2[CH2:25][CH2:24][CH2:23][CH2:22]2)=[C:4]([CH2:18][CH2:19][CH3:20])[CH:3]=1. Procedure: 4-Iodo-2-n-propylaniline was converted to 4-iodo-2-n-propylphenyl isothiocyanate according to Method A2b. 1-Hydroxymethylcyclopentanamine was prepared according to Method B1c. The 2-hydroxyethylamine was sequentially reacted with SOCl2 and 4-iodo-2-n-propylphenyl isothiocyanate according to Method C2a to give 2-(4-iodo-2-n-propylphenylimino)-3-thia-1-azaspiro[4.4]nonane. The thiazolidine was reacted with cyclopentyl bromide according to Method D2b to give 2-(4-iodo-2-n-propylphenylimino)-1-cyclo... Starting materials: IC1=CC(=C(C=C1)N=C1NC2(CS1)CCCC2)CCC (2-(4-iodo-2-n-propylphenylimino)-3-thia-1-azaspiro[4.4]nonane), C1(CCCC1)Br (cyclopentyl bromide). The product is IC1=CC(=C(C=C1)N=C1N(C2(CS1)CCCC2)C2CCCC2)CCC (2-(4-iodo-2-n-propylphenylimino)-1-cyclopentyl-3-thia-1-azaspiro[4.4]nonane). Reaction conditions: time 6 hour. The yield is 91.6%. Run in [Cl-].[Na+].O (brine), C1CCOC1 (THF). Starting materials: [Si](C)(C)(C(C)(C)C)O[C@@H]1[C@@H]([C@H](OC2=CC(=C3C(=C12)OC(C=C3CCC)=O)OC(C)C)C)C ((-)-(8R,9R,10R)-10-tert-Butyldimethylsilyloxy-5-isopropyloxy-8,9-dimethyl-4-propyl-9,10-dihydro-8H-pyrano[2,3-f]chromen-2-one), [N+](CCCC)(CCCC)(CCCC)CCCC.[F-] (Bu4NF), O (Water). Reported procedure: To a solution of 6a (130 mg, 0.29 mmol) in THF (5 mL) was added Bu4NF (1.45 mL, 1M solution in THF) at 0° C. The reaction mixture was stirred at room temperature for 6 h. Water was added (2 mL), followed by brine (2 mL). The solution was extracted with ether (3×5 mL). The combined organic layers were dried (MgSO4), concentrated, and submitted for silica gel chromatography (Solvent B) to obtain 7a (92 mg, 91%) as a syrup: [α]D20 +26.5° (c 1.1, CHCl3); 1H NMR (CDCl3): δ 0.97 (t, 3 H, J=7.3 Hz, --C... Product: O[C@@H]1[C@@H]([C@H](OC2=CC(=C3C(=C12)OC(C=C3CCC)=O)OC(C)C)C)C ((+)-(8R,9S,10R)-10-Hydroxy-5-isopropyloxy-8,9-dimethyl-4-propyl-9,10-di-hydro-8H-pyrano[2,3-f]-chromen-2-one). As a reaction SMILES: [Si]([O:8][C@H:9]1[C:18]2[C:13](=[CH:14][C:15]([O:27][CH:28]([CH3:30])[CH3:29])=[C:16]3[C:22]([CH2:23][CH2:24][CH3:25])=[CH:21][C:20](=[O:26])[O:19][C:17]3=2)[O:12][C@H:11]([CH3:31])[C@H:10]1[CH3:32])(C(C)(C)C)(C)C.[N+](CCCC)(CCCC)(CCCC)CCCC.[F-].O>C1COCC1.[Cl-].[Na+].O>[OH:8][C@H:9]1[C:18]2[C:13](=[CH:14][C:15]([O:27][CH:28]([CH3:30])[CH3:29])=[C:16]3[C:22]([CH2:23][CH2:24][CH3:25])=[CH:21][C:20](=[O:26])[O:19][C:17]3=2)[O:12][C@H:11]([CH3:31])[C@H:10]1[CH3:32] |f:1.2,5.6.7|.